This data is from the Open Reaction Database (ORD), a public repository of structured organic reaction records. The task is: describe an organic reaction: reactants, conditions, products, and yield Starting materials: N12CC(C(CC1)CC2)C(=O)Cl (3-quinuclidinecarbonyl chloride), C(C)(C)N(C(C)C)CC (N,N-diisopropylethylamine), N1=CC=NC2=CC(=CC=C12)N (6-quinoxalinylamine). The reagents and catalysts are CN(C)C=1C=CN=CC1 (DMAP). The product is Cl.N1=CC=NC2=CC(=CC=C12)NC(=O)C1CN2CCC1CC2 (N-(6-Quinoxalinyl)quinuclidine-3-carboxamide Hydrochloride). As a reaction SMILES: [N:1]12[CH2:8][CH2:7][CH:4]([CH2:5][CH2:6]1)[CH:3]([C:9]([Cl:11])=[O:10])[CH2:2]2.C(N(CC)C(C)C)(C)C.[N:21]1[C:30]2[C:25](=[CH:26][C:27]([NH2:31])=[CH:28][CH:29]=2)[N:24]=[CH:23][CH:22]=1>CN(C1C=CN=CC=1)C>[ClH:11].[N:21]1[C:30]2[C:25](=[CH:26][C:27]([NH:31][C:9]([CH:3]3[CH:4]4[CH2:7][CH2:8][N:1]([CH2:6][CH2:5]4)[CH2:2]3)=[O:10])=[CH:28][CH:29]=2)[N:24]=[CH:23][CH:22]=1 |f:4.5|. Procedure: In analogy to the method described in Example 2, 250 mg (2.57 mmol) of 3-quinuclidinecarbonyl chloride, 461 mg (3.57 mmol) of N,N-diisopropylethylamine, catalytic amounts of DMAP (approx. 1 mg) and 173 mg (1.19 mmol) of 6-quinoxalinylamine are reacted. The reactants are C(CC(=O)C)(=O)OC (methyl acetoacetate), C[Si](CCO)(C)C (2-(trimethylsilyl)ethanol). Yields the product C(CC(=O)C)(=O)OCC[Si](C)(C)C (2-(trimethylsilyl)-ethyl acetoacetate). The yield is 98.0%. RXN SMILES: [C:1]([O:7][CH3:8])(=[O:6])[CH2:2][C:3]([CH3:5])=[O:4].[CH3:9][Si:10]([CH3:15])([CH3:14])[CH2:11]CO>>[C:1]([O:7][CH2:8][CH2:9][Si:10]([CH3:15])([CH3:14])[CH3:11])(=[O:6])[CH2:2][C:3]([CH3:5])=[O:4]. Reported procedure: 10.66 gm (91.8 mMol) methyl acetoacetate and excess 2-(trimethylsilyl)ethanol were heated together at reflux.Methanol was distilled (68° C.) from the reaction mixture andheating was continued until the head temperature dropped below 65° C. The reaction mixture was then concentrated under reduced pressure at 40° C. to provide 18.24 gm (98%) of the desired compound as a pale yellow oil. Reactants: [Cl-].C(CCC)OP(O)(=O)CCCC (n-butanephosphonic acid n-butyl ester chloride), [N+](=O)([O-])C=1C=C(C=CC1)[O-].[Na+] (sodium 3-nitrophenolate), C1(=CC=CC=C1)C (toluene). Reaction conditions: time 4 hour. Yields the product C(CCC)C1=C(C=CC=C1[N+](=O)[O-])OP(O)(=O)CCCC (n-butanephosphonic acid n-butyl-(3-nitro-phenyl) ester). As a reaction SMILES: [Cl-].[CH2:2]([O:6][P:7]([CH2:10][CH2:11][CH2:12][CH3:13])(=[O:9])[OH:8])[CH2:3][CH2:4][CH3:5].[N+:14]([C:17]1C=C([O-])[CH:20]=[CH:21][CH:22]=1)([O-:16])=[O:15].[Na+].[C:25]1(C)C=CC=C[CH:26]=1>>[CH2:4]([C:3]1[C:17]([N+:14]([O-:16])=[O:15])=[CH:22][CH:21]=[CH:20][C:2]=1[O:6][P:7]([CH2:10][CH2:11][CH2:12][CH3:13])(=[O:8])[OH:9])[CH2:5][CH2:25][CH3:26] |f:0.1,2.3|. Reported procedure: 20 g of n-butanephosphonic acid n-butyl ester chloride are added dropwise to a suspension of 14.3 g of sodium 3-nitrophenolate in 170 ml of toluene at 20° C. After 4 hours, the mixture is filtered, the filtrate is evaporated and the residue is distilled in vacuo at 0.1 mm Hg. 16 g of n-butanephosphonic acid n-butyl-(3-nitro-phenyl) ester are obtained. After reduction with hydrogen and palladium on charcoal, in isopropanol, at 1 atmosphere pressure, 13.8 g of n-butanephosphonic acid n-butyl-(3-am... The reactants are C([O-])([O-])=O.[Na+].[Na+] (sodium carbonate), 1,5-bromo-3-iodo-1-tosyl-1H-pyrrolo[2,3-b]pyridine, CC1(OB(OC1(C)C)C=1C=NN(C1)CC1=CC(=CC=C1)C(F)(F)F)C (4-(4,4,5,5-tetramethyl-1,3,2-dioxaborolan-2-yl)-1-(3-(trifluoromethyl)benzyl)-1H-pyrazole), BrC=1C=C2C(=NC1)N(C=C2I)S(=O)(=O)C2=CC=C(C)C=C2 (5-Bromo-3-iodo-1-tosyl-1H-pyrrolo[2,3-b]pyridine), CC1(OB(OC1(C)C)C=1C=NN(C1)CC1=CC(=CC=C1)C(F)(F)F)C (4-(4,4,5,5-tetramethyl-1,3,2-dioxaborolan-2-yl)-1-(3-(trifluoromethyl)benzyl)-1H-pyrazole). The reagents and catalysts are Cl[Pd]([P](C1=CC=CC=C1)(C2=CC=CC=C2)C3=CC=CC=C3)([P](C4=CC=CC=C4)(C5=CC=CC=C5)C6=CC=CC=C6)Cl (bis(triphenyl phosphine)palladium(ii) dichloride). Run in C1(=CC=CC=C1)C.C(C)O.O (toluene ethanol water). Product: BrC=1C=C2C(=NC1)N(C=C2C=2C=NN(C2)CC2=CC(=CC=C2)C(F)(F)F)S(=O)(=O)C2=CC=C(C)C=C2 (5-bromo-1-tosyl-3-(1-(3-(trifluoromethyl)benzyl)-1H-pyrazol-4-yl)-1H-pyrrolo[2,3-b]pyridine). Isolated yield 46.2%. RXN SMILES: [Br:1][C:2]1[CH:3]=[C:4]2[C:10](I)=[CH:9][N:8]([S:12]([C:15]3[CH:21]=[CH:20][C:18]([CH3:19])=[CH:17][CH:16]=3)(=[O:14])=[O:13])[C:5]2=[N:6][CH:7]=1.CC1(C)C(C)(C)OB([C:30]2[CH:31]=[N:32][N:33]([CH2:35][C:36]3[CH:41]=[CH:40][CH:39]=[C:38]([C:42]([F:45])([F:44])[F:43])[CH:37]=3)[CH:34]=2)O1.C(=O)([O-])[O-].[Na+].[Na+]>Cl[Pd](Cl)([P](C1C=CC=CC=1)(C1C=CC=CC=1)C1C=CC=CC=1)[P](C1C=CC=CC=1)(C1C=CC=CC=1)C1C=CC=CC=1.C1(C)C=CC=CC=1.C(O)C.O>[Br:1][C:2]1[CH:3]=[C:4]2[C:10]([C:30]3[CH:31]=[N:32][N:33]([CH2:35][C:36]4[CH:41]=[CH:40][CH:39]=[C:38]([C:42]([F:44])([F:45])[F:43])[CH:37]=4)[CH:34]=3)=[CH:9][N:8]([S:12]([C:15]3[CH:21]=[CH:20][C:18]([CH3:19])=[CH:17][CH:16]=3)(=[O:14])=[O:13])[C:5]2=[N:6][CH:7]=1 |f:2.3.4,6.7.8,^1:55,74|. Procedure details: Using similar reaction conditions as described in step-i of example-1,5-bromo-3-iodo-1-tosyl-1H-pyrrolo[2,3-b]pyridine (Intermediate 1) (300 mg, 0.629 mmol) was coupled with 4-(4,4,5,5-tetramethyl-1,3,2-dioxaborolan-2-yl)-1-(3-(trifluoromethyl)benzyl)-1H-pyrazole (Intermediate 4) (310 mg, 0.88 mmol) in sodium carbonate (200 mg, 1.88 mmol), bis(triphenyl phosphine)palladium(ii) dichloride (22 mg, 0.0314 mmol) and toluene/ethanol/water (30/10/2.5 ml) to afford 167 mg (46.2% yield) of the pure prod... Starting materials: FC1=CC=C(CN2C([C@H](NC([C@@H]2C)=O)C)=O)C=C1 ((3R,6S)-1-(4-fluoro-benzyl)-3,6-dimethyl-piperazine-2,5-dione), [H-].[Al+3].[Li+].[H-].[H-].[H-] (lithium aluminum hydride). Solvent: O1CCCC1 (tetrahydrofuran). Product: FC1=CC=C(CN2[C@@H](CN[C@H](C2)C)C)C=C1 ((2R,5S)-1-(4-Fluoro-benzyl)-2,5-dimethyl-piperazine). Yield: 90.6%. RXN SMILES: [F:1][C:2]1[CH:18]=[CH:17][C:5]([CH2:6][N:7]2[C@@H:12]([CH3:13])[C:11](=O)[NH:10][C@H:9]([CH3:15])[C:8]2=O)=[CH:4][CH:3]=1.[H-].[Al+3].[Li+].[H-].[H-].[H-]>O1CCCC1>[F:1][C:2]1[CH:18]=[CH:17][C:5]([CH2:6][N:7]2[CH2:8][C@H:9]([CH3:15])[NH:10][CH2:11][C@H:12]2[CH3:13])=[CH:4][CH:3]=1 |f:1.2.3.4.5.6|. Reported procedure: To a solution of (3R,6S)-1-(4-fluoro-benzyl)-3,6-dimethyl-piperazine-2,5-dione (22 g, 87.9 mmol) in dry tetrahydrofuran (160 mL) at 0° C. was added a solution of lithium aluminum hydride (1M in tetrahydrofuran, 373 mL, 373 mmol) dropwise over 40 minutes. The reaction mixture was then refluxed for 4 hours, cooled to ambient temperature and slowly quenched with water. The resulting mixture was filtered through a pad of celite and the filter cake was washed with ethyl acetate. The filtrate was then... Starting materials: CCc1ccc(NS(=O)(=O)c2ccccc2Br)c(C(=O)OC)c1OC, OB(O)C=Cc1ccc(Cl)cc1. Product: CCc1ccc(NS(=O)(=O)c2ccccc2C=Cc2ccc(Cl)cc2)c(C(=O)OC)c1OC. Reaction SMILES: [Br:1][c:2]1[c:3]([S:8](=[O:9])(=[O:10])[NH:11][c:12]2[cH:13][cH:14][c:15]([CH2:24][CH3:25])[c:16]([O:22][CH3:23])[c:17]2[C:18](=[O:19])[O:20][CH3:21])[cH:4][cH:5][cH:6][cH:7]1.[Cl:26][c:27]1[cH:28][cH:29][c:30]([CH:33]=[CH:34][B:35]([OH:36])[OH:37])[cH:31][cH:32]1>>[c:2]1([CH:34]=[CH:33][c:30]2[cH:29][cH:28][c:27]([Cl:26])[cH:32][cH:31]2)[c:3]([S:8](=[O:9])(=[O:10])[NH:11][c:12]2[cH:13][cH:14][c:15]([CH2:24][CH3:25])[c:16]([O:22][CH3:23])[c:17]2[C:18](=[O:19])[O:20][CH3:21])[cH:4][cH:5][cH:6][cH:7]1. The reactants are CC(Cl)c1cccnc1, CCOC(=O)c1ccc(N2CCNCC2)cc1. The product is CCOC(=O)c1ccc(N2CCN(C(C)c3cccnc3)CC2)cc1. The reagents and catalysts are O=C([O-])[O-].[Cs+].[Cs+] (cesium carbonate), [I-].[K+] (potassium iodide). Conditions: temperature 70 celsius, time 16 hour. The solvent is CN(C)C=O (DMF), CN(C)C=O (dmf), CN(C)C=O (DMF). Starting materials: C(OC1=CC=C(C=C1)C1=NC(=NC(=C1)Cl)N)(OC(C)(C)C)=O (4-(2-amino-6-chloropyrimidin-4-yl)phenyl tert-butyl carbonate), NC1=CC=C(OC2=CC(=NC=C2)Cl)C=C1 (4-(4-aminophenoxy)-2-chloropyridine). Yields the product NC1=NC(=CC(=N1)C1=CC=C(C=C1)O)NC1=CC=C(C=C1)OC1=CC(=NC=C1)Cl (4-[2-amino-6-({4-[(2-chloropyridin-4-yl)oxy]phenyl}amino)pyrimidin-4-yl]phenol). RXN SMILES: C(=O)(OC(C)(C)C)[O:2][C:3]1[CH:8]=[CH:7][C:6]([C:9]2[CH:14]=[C:13](Cl)[N:12]=[C:11]([NH2:16])[N:10]=2)=[CH:5][CH:4]=1.[NH2:23][C:24]1[CH:37]=[CH:36][C:27]([O:28][C:29]2[CH:34]=[CH:33][N:32]=[C:31]([Cl:35])[CH:30]=2)=[CH:26][CH:25]=1>>[NH2:16][C:11]1[N:10]=[C:9]([C:6]2[CH:5]=[CH:4][C:3]([OH:2])=[CH:8][CH:7]=2)[CH:14]=[C:13]([NH:23][C:24]2[CH:25]=[CH:26][C:27]([O:28][C:29]3[CH:34]=[CH:33][N:32]=[C:31]([Cl:35])[CH:30]=3)=[CH:36][CH:37]=2)[N:12]=1. Reported procedure: This material was prepared by a method analogous to that described for Example 1, starting from the product from 4-(2-amino-6-chloropyrimidin-4-yl)phenyl tert-butyl carbonate and Intermediate 2R. 1H NMR (DMSO-d6) δ 9.79 (s, 1H), 9.25 (s, 1H), 8.22 (d, 1H), 7.86 (m, 2H), 7.74 (m, 2H), 7.09 (m, 2H), 6.95 (m, 2H), 6.80 (m, 2H), 6.39 (s, 1H), 6.23 (s, 2H); MS ES 406 (M+H)+, calcd 406, RT=2.74 min.